Dataset: the Open Reaction Database (ORD), a public repository of structured organic reaction records. Task: describe an organic reaction: reactants, conditions, products, and yield The reactants are Cl (hydrochloric acid), NC1=C(N)C=C(C(=C1)Cl)S(N)(=O)=O (2-amino-4-chloro-5-sulfamylaniline), C(CCCCC)(=O)O (hexanoic acid). Run in [OH-].[NH4+] (ammonium hydroxide). The product is ClC1=CC2=C(NC(=N2)CCCCC)C=C1S(N)(=O)=O (5-Chloro-2-Pentyl-6-Sulfamyl-1H-Benzimidazole). Reaction SMILES: Cl.[NH2:2][C:3]1[CH:9]=[C:8]([Cl:10])[C:7]([S:11](=[O:14])(=[O:13])[NH2:12])=[CH:6][C:4]=1[NH2:5].[C:15](O)(=O)[CH2:16][CH2:17][CH2:18][CH2:19][CH3:20]>[OH-].[NH4+]>[Cl:10][C:8]1[C:7]([S:11](=[O:13])(=[O:14])[NH2:12])=[CH:6][C:4]2[NH:5][C:15]([CH2:16][CH2:17][CH2:18][CH2:19][CH3:20])=[N:2][C:3]=2[CH:9]=1 |f:3.4|. Procedure details: To 50 ml of 4 N hydrochloric acid containing 11.8 g of 2-amino-4-chloro-5-sulfamylaniline was added 9.2 g of hexanoic acid and the suspension refluxed for 6 hours. Concentration in vacuo provided a solid which was then slowly added with stirring to 100 ml of 38% ammonium hydroxide. After collecting the solid by filtration, the precipitate was added to 400 ml of methanol and the suspension brought to a boil. Charcoal was then added and the mixture filtered through filter paper, cooled, and filter... Reactants: COC(=O)CCCCCBr, O=C([O-])[O-], CC(C)=O, [I-], [K+], [K+], [Na+], O=[N+]([O-])c1ccc(O)cc1. Yields the product COC(=O)CCCCCOc1ccc([N+](=O)[O-])cc1. RXN SMILES: [Br:19][CH2:20][CH2:21][CH2:22][CH2:23][CH2:24][C:25](=[O:26])[O:27][CH3:28].[C:11](=[O:12])([O-:13])[O-:14].[CH3:29][C:30](=[O:31])[CH3:32].[I-:18].[K+:15].[K+:16].[Na+:17].[OH:1][c:2]1[cH:3][cH:4][c:5]([N+:8]([O-:9])=[O:10])[cH:6][cH:7]1>>[O:1]([c:2]1[cH:3][cH:4][c:5]([N+:8]([O-:9])=[O:10])[cH:6][cH:7]1)[CH2:20][CH2:21][CH2:22][CH2:23][CH2:24][C:25](=[O:26])[O:27][CH3:28].